From a dataset of the Open Reaction Database (ORD), a public repository of structured organic reaction records. describe an organic reaction: reactants, conditions, products, and yield Starting materials: NCCSCC1=NOC=C1 (3-[(2-aminoethyl)thiomethyl]isoxazole), Br (hydrobromide), [N+](=O)([O-])C=C(SC)SC (1-nitro-2,2-bis-methylthioethylene). Product: [N+](=O)([O-])C=C(NCCSCC1=NOC=C1)SC (1-nitro-2-methylthio-2-[2-(3-isoxazolylmethylthio)ethylamino]ethylene). As a reaction SMILES: [NH2:1][CH2:2][CH2:3][S:4][CH2:5][C:6]1[CH:10]=[CH:9][O:8][N:7]=1.Br.[N+:12]([CH:15]=[C:16](SC)[S:17][CH3:18])([O-:14])=[O:13]>>[N+:12]([CH:15]=[C:16]([S:17][CH3:18])[NH:1][CH2:2][CH2:3][S:4][CH2:5][C:6]1[CH:10]=[CH:9][O:8][N:7]=1)([O-:14])=[O:13]. Procedure: By the procedure of Example 8(i), 3-[(2-aminoethyl)thiomethyl]isoxazole (from the hydrobromide (3.7 g)) is reacted with 1-nitro-2,2-bis-methylthioethylene (3.5 g) to give 1-nitro-2-methylthio-2-[2-(3-isoxazolylmethylthio)ethylamino]ethylene (3.6 g) which, on reaction with methylamine by the procedure of Example 8(ii) gives the title product (3.0 g). The reactants are O=C1CC2=C(N1)SC(=C2)C#N (5,6-Dihydro-5-oxo-4H-thieno[2,3-b]pyrrole-2-carbonitrile), ice water, N1C(=CC=C1)C=O (Pyrrole-2-carboxaldehyde). The solvent is N1CCCCC1 (piperidine), CC(C)O (2-propanol). Conditions: temperature 75 celsius. Yields the product O=C1\C(\C2=C(N1)SC(=C2)C#N)=C/C=2NC=CC2 ((Z)-5,6-dihydro-5-oxo-4-[(1H-pyrrol-2-yl)methylene]-4H-thieno[2,3-b]pyrrole-2-carbonitrile). Isolated yield 20.7%. As a reaction SMILES: [O:1]=[C:2]1[NH:6][C:5]2[S:7][C:8]([C:10]#[N:11])=[CH:9][C:4]=2[CH2:3]1.[NH:12]1[CH:16]=[CH:15][CH:14]=[C:13]1[CH:17]=O>N1CCCCC1.CC(O)C>[O:1]=[C:2]1[NH:6][C:5]2[S:7][C:8]([C:10]#[N:11])=[CH:9][C:4]=2/[C:3]/1=[CH:17]/[C:13]1[NH:12][CH:16]=[CH:15][CH:14]=1. Procedure details: 5,6-Dihydro-5-oxo-4H-thieno[2,3-b]pyrrole-2-carbonitrile (32 mg, 0.2 mmol) was dissolved in a solution of 1% piperidine in 2-propanol (1 ml). Pyrrole-2-carboxaldehyde (37 mg, 0.39 mmol) was added in one portion and the mixture heated at 75° C. for 1 hour. The reaction mixture was poured into an ice/water mixture (6 ml) and the precipitated solid was collected by filtration and washed with water to give 10 mg of (Z)-5,6-dihydro-5-oxo-4-[(1H-pyrrol-2-yl)methylene]-4H-thieno[2,3-b]pyrrole-2-carboni... Reactants: [Al+3], O=Cc1cc2ccc(OCc3ccccc3)cc2s1, C1CCOC1, [H-], [H-], [H-], [H-], [Li+], O. Yields the product OCc1cc2ccc(OCc3ccccc3)cc2s1. RXN SMILES: [Al+3:21].[CH2:1]([c:2]1[cH:3][cH:4][cH:5][cH:6][cH:7]1)[O:8][c:9]1[cH:10][c:11]2[c:12]([cH:13][c:14]([CH:16]=[O:17])[s:15]2)[cH:18][cH:19]1.[CH2:27]1[O:28][CH2:29][CH2:30][CH2:31]1.[H-:20].[H-:23].[H-:24].[H-:25].[Li+:22].[OH2:26]>>[CH2:1]([c:2]1[cH:3][cH:4][cH:5][cH:6][cH:7]1)[O:8][c:9]1[cH:10][c:11]2[c:12]([cH:13][c:14]([CH2:16][OH:17])[s:15]2)[cH:18][cH:19]1. Reactants: C(CCl)Cl (EDC), COC1=C(C=CC(=C1)C(C(=O)O)(C)C)C1=CC=CC(=C1)COC (2-(2-methoxy-5′-(methoxymethyl)biphenyl-4-yl)-2-methylpropanoic acid), C=1C=CC2=C(C1)N=NN2O (HOBt), C(C(C)C)N (isobutyl amine). Solvent: C(Cl)Cl (DCM), CN(C)C=O (DMF). Run at time 8 hour. Yields the product C(C(C)C)NC(C(C)(C)C1=CC(=C(C=C1)C1=CC(=CC=C1)COC)OC)=O (N-isobutyl-2-(2-methoxy-3′-(methoxymethyl)biphenyl-4-yl)-2-methylpropanamide). The yield is 40.6%. As a reaction SMILES: [CH3:1][O:2][C:3]1[CH:8]=[C:7]([C:9]([CH3:14])([CH3:13])[C:10](O)=[O:11])[CH:6]=[CH:5][C:4]=1[C:15]1[CH:20]=[C:19]([CH2:21][O:22][CH3:23])[CH:18]=[CH:17][CH:16]=1.C1C=CC2N(O)N=NC=2C=1.[CH2:34]([NH2:38])[CH:35]([CH3:37])[CH3:36].C(Cl)CCl>C(Cl)Cl.CN(C=O)C>[CH2:34]([NH:38][C:10](=[O:11])[C:9]([C:7]1[CH:6]=[CH:5][C:4]([C:15]2[CH:16]=[CH:17][CH:18]=[C:19]([CH2:21][O:22][CH3:23])[CH:20]=2)=[C:3]([O:2][CH3:1])[CH:8]=1)([CH3:13])[CH3:14])[CH:35]([CH3:37])[CH3:36]. Procedure details: To a solution of 2-(2-methoxy-5′-(methoxymethyl)biphenyl-4-yl)-2-methylpropanoic acid (example 27a) (315 mg, 1 mmol) in DCM (10 mL) and DMF (1 mL) were added HOBt (135 mg, 1 mmol) and isobutyl amine (98 μL, 1 mmol) followed by EDC (197 mg, 1 mmol). The mixture was stirred at room temperature overnight and concentrated under reduced pressure. The residue was dissolved in EtOAc, washed with water and brine, dried over MgSO4, filtered and evaporated. The residue was purified by preparative RP HPLC ... Reactants: C(#N)C(C(=O)NC(=O)OCC)=COCC (α-cyano-β-ethoxy-N-ethoxycarbonylacrylamide), C1(=CC=CC=C1)NN (phenylhydrazine). Product: C(#N)C(C(=O)NC(=O)OCC)=CNNC1=CC=CC=C1 (α-cyano-β-phenylhydrazino-N-ethoxycarbonylacrylamide). Reaction SMILES: [C:1]([C:3](=[CH:12]OCC)[C:4]([NH:6][C:7]([O:9][CH2:10][CH3:11])=[O:8])=[O:5])#[N:2].[C:16]1([NH:22][NH2:23])[CH:21]=[CH:20][CH:19]=[CH:18][CH:17]=1>>[C:1]([C:3](=[CH:12][NH:23][NH:22][C:16]1[CH:21]=[CH:20][CH:19]=[CH:18][CH:17]=1)[C:4]([NH:6][C:7]([O:9][CH2:10][CH3:11])=[O:8])=[O:5])#[N:2]. Procedure: Following the procedure of Example 1, α-cyano-β-ethoxy-N-ethoxycarbonylacrylamide is reacted with phenylhydrazine to give α-cyano-β-phenylhydrazino-N-ethoxycarbonylacrylamide, which in turn is cyclized by heating in tetralin, yielding 5-cyano-1-anilino-2,4-pyrimidinedione. The foregoing compound has been reported by G. Shaw, J. Chem. Soc., 1955, 1834-1840.